This data is from the Open Reaction Database (ORD), a public repository of structured organic reaction records. The task is: describe an organic reaction: reactants, conditions, products, and yield Reactants: [OH-].[K+] (potassium hydroxide), COC=1C=C(C2=CC=CC(=C2C1OCOC)CCC)\C=C(/C(=O)OCC)\C (ethyl (Z)-3-(3-methoxy-4-methoxymethoxy-5-propyl-1-naphthyl)-2-methylpropenoate), Cl (hydrochloric acid). Run in C(C)O (ethanol). Conditions: temperature 10 celsius. The product is OC1=C(C=C(C2=CC=CC(=C12)CCC)\C=C(/C(=O)O)\C)OC ((Z)-3-(4-hydroxy-3-methoxy-5-propyl-1-naphthyl)-2-methylpropenoic acid). The yield is 110.1%. Reaction SMILES: [CH3:1][O:2][C:3]1[CH:4]=[C:5](/[CH:20]=[C:21](/[CH3:27])\[C:22]([O:24]CC)=[O:23])[C:6]2[C:11]([C:12]=1[O:13]COC)=[C:10]([CH2:17][CH2:18][CH3:19])[CH:9]=[CH:8][CH:7]=2.[OH-].[K+].Cl>C(O)C>[OH:13][C:12]1[C:11]2[C:6](=[CH:7][CH:8]=[CH:9][C:10]=2[CH2:17][CH2:18][CH3:19])[C:5](/[CH:20]=[C:21](/[CH3:27])\[C:22]([OH:24])=[O:23])=[CH:4][C:3]=1[O:2][CH3:1] |f:1.2|. Procedure: 170 g of ethyl (Z)-3-(3-methoxy-4-methoxymethoxy-5-propyl-1-naphthyl)-2-methylpropenoate was dissolved in 850 ml of ethanol and a potassium hydroxide aqueous solution (potassium hydroxide 60 g/water 120 ml) was added, followed by refluxing for 1 hour. After cooling to 10° C., 2.5N hydrochloric acid was added to make it pH~5, followed by extraction with ethyl acetate. The organic layer was washed with brine, dried over anhydrous magnesium sulfate and concentrated in vacuo. The resultant crystals ... Reactants: CI, [H-], [Na+], C1CCOC1, OCCSCc1ccncc1. Yields the product COCCSCc1ccncc1. Reaction SMILES: [CH3:14][I:15].[H-:1].[Na+:2].[O:16]1[CH2:17][CH2:18][CH2:19][CH2:20]1.[OH:3][CH2:4][CH2:5][S:6][CH2:7][c:8]1[cH:9][cH:10][n:11][cH:12][cH:13]1>>[O:3]([CH2:4][CH2:5][S:6][CH2:7][c:8]1[cH:9][cH:10][n:11][cH:12][cH:13]1)[CH3:14]. Starting materials: CO, COCCO, CNC(=O)c1ccccc1Nc1nc(Cl)ncc1Cl, ClCCl, Nc1ccc2c(c1)CCCNC2=O. Product: CNC(=O)c1ccccc1Nc1nc(Nc2ccc3c(c2)CCCNC3=O)ncc1Cl. RXN SMILES: [CH3:33][OH:34].[CH3:38][O:39][CH2:40][CH2:41][OH:42].[Cl:14][c:15]1[n:16][cH:17][c:18]([Cl:32])[c:19]([NH:21][c:22]2[c:23]([C:24](=[O:25])[NH:26][CH3:27])[cH:28][cH:29][cH:30][cH:31]2)[n:20]1.[Cl:35][CH2:36][Cl:37].[NH2:1][c:2]1[cH:3][c:4]2[c:5]([cH:12][cH:13]1)[C:6](=[O:11])[NH:7][CH2:8][CH2:9][CH2:10]2>>[NH:1]([c:2]1[cH:3][c:4]2[c:5]([cH:12][cH:13]1)[C:6](=[O:11])[NH:7][CH2:8][CH2:9][CH2:10]2)[c:15]1[n:16][cH:17][c:18]([Cl:32])[c:19]([NH:21][c:22]2[c:23]([C:24](=[O:25])[NH:26][CH3:27])[cH:28][cH:29][cH:30][cH:31]2)[n:20]1. Starting materials: O=C=Nc1ccccc1F, [I-], [Na+], Cc1ccc(C)c(N2CCN(C(=O)C3CN3S(=O)(=O)c3ccccc3)CC2)c1. The product is Cc1ccc(C)c(N2CCN(C(=O)C3CN(S(=O)(=O)c4ccccc4)C(=O)N3c3ccccc3F)CC2)c1. Reaction SMILES: [F:31][c:32]1[c:33]([N:38]=[C:39]=[O:40])[cH:34][cH:35][cH:36][cH:37]1.[I-:30].[Na+:29].[c:1]1([S:7](=[O:8])(=[O:9])[N:10]2[CH:11]([C:13](=[O:14])[N:15]3[CH2:16][CH2:17][N:18]([c:21]4[c:22]([CH3:28])[cH:23][cH:24][c:25]([CH3:27])[cH:26]4)[CH2:19][CH2:20]3)[CH2:12]2)[cH:2][cH:3][cH:4][cH:5][cH:6]1>>[c:1]1([S:7](=[O:8])(=[O:9])[N:10]2[CH2:12][CH:11]([C:13](=[O:14])[N:15]3[CH2:16][CH2:17][N:18]([c:21]4[c:22]([CH3:28])[cH:23][cH:24][c:25]([CH3:27])[cH:26]4)[CH2:19][CH2:20]3)[N:38]([c:33]3[c:32]([F:31])[cH:37][cH:36][cH:35][cH:34]3)[C:39]2=[O:40])[cH:2][cH:3][cH:4][cH:5][cH:6]1. As a reaction SMILES: [CH3:1][C:2]([O:3][C:4](=[O:5])[CH3:6])=[O:7].[CH3:34][S:35]([CH3:36])=[O:37].[CH3:8][c:9]1[o:10][c:11]([CH3:32])[c:12]([CH:14]([CH2:15][O:16][c:17]2[cH:18][cH:19][c:20]([CH2:21][CH:22]3[C:23](=[O:28])[NH:24][C:25](=[O:27])[S:26]3)[cH:29][cH:30]2)[OH:31])[n:13]1.[OH2:33]>>[CH3:8][c:9]1[o:10][c:11]([CH3:32])[c:12]([C:14]([CH2:15][O:16][c:17]2[cH:18][cH:19][c:20]([CH2:21][CH:22]3[C:23](=[O:28])[NH:24][C:25](=[O:27])[S:26]3)[cH:29][cH:30]2)=[O:31])[n:13]1. Starting materials: CC(=O)OC(C)=O, CS(C)=O, Cc1nc(C(O)COc2ccc(CC3SC(=O)NC3=O)cc2)c(C)o1, O. Product: Cc1nc(C(=O)COc2ccc(CC3SC(=O)NC3=O)cc2)c(C)o1. Reactants: OC1=CC=C(C(=O)OCC)C=C1 (Ethyl 4-hydroxyl-benzoate), BrCC(=C)C (3-Bromo-2-methyl-propene), C([O-])([O-])=O.[K+].[K+] (potassium carbonate). The solvent is CC(CC)=O (2-butanone). Yields the product CC(COC1=CC=C(C(=O)O)C=C1)=C (4-(2-Methyl-allyloxy)-benzoic acid). RXN SMILES: [OH:1][C:2]1[CH:12]=[CH:11][C:5]([C:6]([O:8]CC)=[O:7])=[CH:4][CH:3]=1.Br[CH2:14][C:15]([CH3:17])=[CH2:16].C(=O)([O-])[O-].[K+].[K+]>CC(=O)CC>[CH3:16][C:15](=[CH2:14])[CH2:17][O:1][C:2]1[CH:3]=[CH:4][C:5]([C:6]([OH:8])=[O:7])=[CH:11][CH:12]=1 |f:2.3.4|. Procedure: The reaction of Ethyl 4-hydroxyl-benzoate and 3-Bromo-2-methyl-propene in 2-butanone in the presence of potassium carbonate was performed as described in Example 2 to give 4-(2-Methyl-allyloxy)-benzoic acid as white powder. 1H-NMR (400 MHz, d6-DMSO):12.59 (s, —CO2H); 7.86 (d-like, J=8.0, 2 arom. H); 7.02 (d-like, J=8.0, 2 arom. H); 5.04, 4.96 (2 s, —C(CH3)═CH2); 4.53 (s, CH2—C(CH3)═CH2); 1.72 (s, C(CH3)═CH2). 13C-NMR (100 MHz, d6-DMSO): 166.93 (—C═O); 161.87; 140.39; 131.27 (2 arom. C); 123.05; ... The reactants are C(C)(C)(C)OC(=O)N1C[C@@H]([C@H](CC1)C1=CC=C(C=C1)OCCOC1=C(C=C(C=C1Cl)C)Cl)C(=O)N(C1CC1)CC=1C=C(OC[C@H]2[C@@H](C2)C(=O)O)C=C(C1)CCCOC ((1R,2R)-2-{[3-{[[((3R,4S)-1-(tert-butoxycarbonyl)-4-{4-[2-(2,6-dichloro-4-methylphenoxy)ethoxy]phenyl}piperidin-3-yl)carbonyl](cyclopropyl)-amino]methyl}-5-(3-methoxypropyl)phenoxy]methyl}cyclopropanecarboxylic acid), C1CCC2=CC(=CC=C12)O (indan-5-ol), [H-].[Na+] (sodium hydride), CN1CCOCC1 (N-methylmorpholine), C(C(C)C)OC(=O)Cl (isobutylchloroformate). The solvent is C1CCOC1 (THF), C(Cl)Cl (DCM). Conditions: temperature -20 celsius, time 45 minute. Product: C1(CC1)N(C(=O)[C@H]1CN(CC[C@@H]1C1=CC=C(C=C1)OCCOC1=C(C=C(C=C1Cl)C)Cl)C(=O)OC(C)(C)C)CC1=CC(=CC(=C1)CCCOC)OC[C@H]1[C@@H](C1)C(=O)OC=1C=C2CCCC2=CC1 (Tert-Butyl (3R,4S)-3-({cyclopropyl[3-({(1R,2R)-2-[(2,3-dihydro-1H-inden-5-yloxy)-carbonyl]cyclopropyl}methoxy)-5-(3-methoxypropyl)benzyl]amino}-carbonyl)-4-{4-[2-(2,6-dichloro-4-methylphenoxy)ethoxy]phenyl}piperidine-1-carboxylate). As a reaction SMILES: [C:1]([O:5][C:6]([N:8]1[CH2:13][CH2:12][C@H:11]([C:14]2[CH:19]=[CH:18][C:17]([O:20][CH2:21][CH2:22][O:23][C:24]3[C:29]([Cl:30])=[CH:28][C:27]([CH3:31])=[CH:26][C:25]=3[Cl:32])=[CH:16][CH:15]=2)[C@@H:10]([C:33]([N:35]([CH2:39][C:40]2[CH:41]=[C:42]([CH:51]=[C:52]([CH2:54][CH2:55][CH2:56][O:57][CH3:58])[CH:53]=2)[O:43][CH2:44][C@@H:45]2[CH2:47][C@H:46]2[C:48]([OH:50])=[O:49])[CH:36]2[CH2:38][CH2:37]2)=[O:34])[CH2:9]1)=[O:7])([CH3:4])([CH3:3])[CH3:2].CN1CCOCC1.C(OC(Cl)=O)C(C)C.[CH2:74]1[C:82]2[C:77](=[CH:78][C:79](O)=[CH:80][CH:81]=2)[CH2:76][CH2:75]1.[H-].[Na+]>C(Cl)Cl.C1COCC1>[CH:36]1([N:35]([CH2:39][C:40]2[CH:53]=[C:52]([CH2:54][CH2:55][CH2:56][O:57][CH3:58])[CH:51]=[C:42]([O:43][CH2:44][C@@H:45]3[CH2:47][C@H:46]3[C:48]([O:50][C:79]3[CH:78]=[C:77]4[C:82](=[CH:81][CH:80]=3)[CH2:74][CH2:75][CH2:76]4)=[O:49])[CH:41]=2)[C:33]([C@@H:10]2[C@@H:11]([C:14]3[CH:19]=[CH:18][C:17]([O:20][CH2:21][CH2:22][O:23][C:24]4[C:29]([Cl:30])=[CH:28][C:27]([CH3:31])=[CH:26][C:25]=4[Cl:32])=[CH:16][CH:15]=3)[CH2:12][CH2:13][N:8]([C:6]([O:5][C:1]([CH3:2])([CH3:4])[CH3:3])=[O:7])[CH2:9]2)=[O:34])[CH2:37][CH2:38]1 |f:4.5|. Reported procedure: To a solution of (1R,2R)-2-{[3-{[[((3R,4S)-1-(tert-butoxycarbonyl)-4-{4-[2-(2,6-dichloro-4-methylphenoxy)ethoxy]phenyl}piperidin-3-yl)carbonyl](cyclopropyl)-amino]methyl}-5-(3-methoxypropyl)phenoxy]methyl}cyclopropanecarboxylic acid (1 eq.) from Example 4/Step 1 in DCM (0.1 M) at −20° C. was added N-methylmorpholine (1.3 eq.) and isobutylchloroformate (1.3 eq.). The reaction was stirred at −20° C. for 45 min. Meanwhile, a solution of indan-5-ol (2 eq) in THF (0.2) at 0° C. was added sodium hydri...